This data is from the Open Reaction Database (ORD), a public repository of structured organic reaction records. The task is: describe an organic reaction: reactants, conditions, products, and yield Reactants: CC(C)(C)OC(=O)NC(CCC(=O)N(CCOCc1ccccc1)C1CCC(C(=O)OCc2ccccc2)CC1)C1CCOCC1, O=C(O)C(F)(F)F. Product: NC(CCC(=O)N(CCOCc1ccccc1)C1CCC(C(=O)OCc2ccccc2)CC1)C1CCOCC1. As a reaction SMILES: [CH2:1]([c:2]1[cH:3][cH:4][cH:5][cH:6][cH:7]1)[O:8][C:9](=[O:10])[CH:11]1[CH2:12][CH2:13][CH:14]([N:17]([C:18]([CH2:19][CH2:20][CH:21]([CH:22]2[CH2:23][CH2:24][O:25][CH2:26][CH2:27]2)[NH:28][C:29]([O:30][C:31]([CH3:32])([CH3:33])[CH3:34])=[O:35])=[O:36])[CH2:37][CH2:38][O:39][CH2:40][c:41]2[cH:42][cH:43][cH:44][cH:45][cH:46]2)[CH2:15][CH2:16]1.[F:47][C:48]([F:49])([F:50])[C:51]([OH:52])=[O:53]>>[CH2:1]([c:2]1[cH:3][cH:4][cH:5][cH:6][cH:7]1)[O:8][C:9](=[O:10])[CH:11]1[CH2:12][CH2:13][CH:14]([N:17]([C:18]([CH2:19][CH2:20][CH:21]([CH:22]2[CH2:23][CH2:24][O:25][CH2:26][CH2:27]2)[NH2:28])=[O:36])[CH2:37][CH2:38][O:39][CH2:40][c:41]2[cH:42][cH:43][cH:44][cH:45][cH:46]2)[CH2:15][CH2:16]1. Starting materials: ClCCCC1=NOC2=C1C=CC(=C2)F (3-(3-chloropropyl)-6-fluoro-1,2-benzisoxazole), C(C1=CC=CC=C1)C1CCNCC1 (4-benzylpiperidine), C([O-])([O-])=O.[K+].[K+] (potassium carbonate), [I-].[K+] (potassium iodide). The solvent is CN(C=O)C (dimethylformamide). The product is Cl.C(C1=CC=CC=C1)C1CCN(CC1)CCCC1=NOC2=C1C=CC(=C2)F (4-Benzyl-1-[3-(6-fluoro-1,2-benzisoxazol-3-yl)propyl]piperidine hydrochloride). Yield: 30.8%. As a reaction SMILES: [Cl:1][CH2:2][CH2:3][CH2:4][C:5]1[C:9]2[CH:10]=[CH:11][C:12]([F:14])=[CH:13][C:8]=2[O:7][N:6]=1.[CH2:15]([CH:22]1[CH2:27][CH2:26][NH:25][CH2:24][CH2:23]1)[C:16]1[CH:21]=[CH:20][CH:19]=[CH:18][CH:17]=1.C(=O)([O-])[O-].[K+].[K+].[I-].[K+]>CN(C)C=O>[ClH:1].[CH2:15]([CH:22]1[CH2:27][CH2:26][N:25]([CH2:2][CH2:3][CH2:4][C:5]2[C:9]3[CH:10]=[CH:11][C:12]([F:14])=[CH:13][C:8]=3[O:7][N:6]=2)[CH2:24][CH2:23]1)[C:16]1[CH:21]=[CH:20][CH:19]=[CH:18][CH:17]=1 |f:2.3.4,5.6,8.9|. Procedure: A mixture of 5 g 3-(3-chloropropyl)-6-fluoro-1,2-benzisoxazole, 5 g of 4-benzylpiperidine, 10 g of potassium carbonate and a few crystals potassium iodide in 50 ml of dimethylformamide was stirred at 70° for 4.5 hr. The mixture was cooled, filtered and concentrated to an oil. The oil was stirred with water and extracted with ether. The organic extracts were washed with water (2x), saturated sodium chloride solution and dried over anhydrous magnesium sulfate, filtered and concentrated. The residu... Reactants: C1COCCOCCOCCOCCOCCO1 (18-crown-6), [F-].[K+] (potassium fluoride), BrCC(=O)C1=CC=C(C(=O)O)C=C1 (4-(2-Bromo-acetyl)-benzoic acid). Reaction SMILES: [F-:1].[K+].[CH2:3]1OCCOCCOCCOCCOCCOC1.Br[CH2:22][C:23]([C:25]1[CH:33]=[CH:32][C:28]([C:29]([OH:31])=[O:30])=[CH:27][CH:26]=1)=[O:24]>C(#N)C.O>[CH3:3][O:31][C:29](=[O:30])[C:28]1[CH:32]=[CH:33][C:25]([C:23](=[O:24])[CH2:22][F:1])=[CH:26][CH:27]=1 |f:0.1|. Procedure: To a suspension of potassium fluoride (3.11 mmol) in acetonitrile (1 mL) was added 18-crown-6 (0.1 mmol) and the reaction was heated at 90° C. for 30 mins. 4-(2-Bromo-acetyl)-benzoic acid (1.56 mmol) was added and the reaction heated at 90° C. for 16 h. The reaction was diluted with water (10 mL) and extracted with ethyl acetate (3×20 mL). The product was purified on silica eluting with 5-15% ethyl acetate in iso-hexane to yield on concentration in vacuo of the desired fractions, the title produ... Yields the product COC(C1=CC=C(C=C1)C(CF)=O)=O (4-(2-Fluoro-acetyl)-benzoic acid methyl ester). Yield: 31.0%. Run in O (water), C(C)#N (acetonitrile). Run at temperature 90 celsius. Starting materials: COC(=O)C1=CC(CC1C(N[C@@H](CC)C(=O)OC(C)(C)C)=O)OC1=CC(=NC2=CC(=CC=C12)OC)C1=CC=CC=C1 (5-((S)-1-tert-Butoxycarbonyl-propylcarbamoyl)-3-(7-methoxy-2-phenyl-quinolin-4-yloxy)-cyclopent-1-enecarboxylic acid methyl ester), C(C)(C)(C)OC(=O)[C@H](CCC)NC(=O)C1CC(C=C1C(=O)O)OC1=CC(=NC2=CC(=CC=C12)OC)C1=CC=CC=C1 (5-((S)-1-tert-Butoxycarbonyl-butylcarbamoyl)-3-(7-methoxy-2-phenyl-quinolin-4-yloxy)-cyclopent-1-enecarboxylic acid). Product: C(C)(C)(C)OC(=O)[C@H](CC)NC(=O)C1CC(C=C1C(=O)O)OC1=CC(=NC2=CC(=CC=C12)OC)C1=CC=CC=C1 (5-((S)-1-tert-Butoxycarbonyl-propylcarbamoyl)-3-(7-methoxy-2-phenyl-quinolin-4-yloxy)-cyclopent-1-enecarboxylic acid), salt. The yield is 72.0%. RXN SMILES: C[O:2][C:3]([C:5]1[CH:9]([C:10](=[O:22])[NH:11][C@H:12]([C:15]([O:17][C:18]([CH3:21])([CH3:20])[CH3:19])=[O:16])[CH2:13][CH3:14])[CH2:8][CH:7]([O:23][C:24]2[C:33]3[C:28](=[CH:29][C:30]([O:34][CH3:35])=[CH:31][CH:32]=3)[N:27]=[C:26]([C:36]3[CH:41]=[CH:40][CH:39]=[CH:38][CH:37]=3)[CH:25]=2)[CH:6]=1)=[O:4].C(OC([C@@H](NC(C1C(C(O)=O)=CC(OC2C3C(=CC(OC)=CC=3)N=C(C3C=CC=CC=3)C=2)C1)=O)CCC)=O)(C)(C)C>>[C:18]([O:17][C:15]([C@@H:12]([NH:11][C:10]([CH:9]1[C:5]([C:3]([OH:4])=[O:2])=[CH:6][CH:7]([O:23][C:24]2[C:33]3[C:28](=[CH:29][C:30]([O:34][CH3:35])=[CH:31][CH:32]=3)[N:27]=[C:26]([C:36]3[CH:37]=[CH:38][CH:39]=[CH:40][CH:41]=3)[CH:25]=2)[CH2:8]1)=[O:22])[CH2:13][CH3:14])=[O:16])([CH3:19])([CH3:20])[CH3:21]. Reported procedure: Reaction of 9 (225 mg, 40 mmol) according to the method described for the preparation of 11 provided the title compound as a yellow salt (157 mg, 72%). Reactants: C(C(C)C)C1=NOC(=C1C(F)(F)F)C(=O)O (3-isobutyl-4-(trifluoromethyl)isoxazole-5-carboxylic acid), N1=CC=CC=C1 (pyridine), FC1=NC(=NC(=N1)F)F (2,4,6-trifluoro-1,3,5-triazine). Run in ClCCl (dichloromethane), ClCCl (dichloromethane). Reaction conditions: time 8 hour. Yields the product C(C(C)C)C1=NOC(=C1C(F)(F)F)C(=O)F (3-isobutyl-4-(trifluoromethyl)isoxazole-5-carbonyl fluoride). Yield: 64.5%. As a reaction SMILES: [CH2:1]([C:5]1[C:9]([C:10]([F:13])([F:12])[F:11])=[C:8]([C:14]([OH:16])=O)[O:7][N:6]=1)[CH:2]([CH3:4])[CH3:3].N1C=CC=CC=1.[F:23]C1N=C(F)N=C(F)N=1>ClCCl>[CH2:1]([C:5]1[C:9]([C:10]([F:13])([F:12])[F:11])=[C:8]([C:14]([F:23])=[O:16])[O:7][N:6]=1)[CH:2]([CH3:4])[CH3:3]. Reported procedure: To a mixture of 3-isobutyl-4-(trifluoromethyl)isoxazole-5-carboxylic acid (0.200 g, 0.843 mmol) and pyridine (0.082 mL, 1.01 mmol) in dichloromethane (8 mL) at room temperature was added 2,4,6-trifluoro-1,3,5-triazine (cyanuric fluoride) (0.085 mL, 1.01 mmol). The reaction mixture was stirred at room temperature overnight. The heterogeneous reaction was diluted with dichloromethane, washed with an ice-cold solution of 0.5N aqueous hydrochloric acid (2×), and the organic layer was collected. The ... The reactants are C12C(C(C(CC1)C2)=O)=O (bicyclo[2.2.1]heptane-2,3-dione), COP(OC)(=O)CC(=O)C1=C(C=CC=C1)OC ([2-(2-Methoxy-phenyl)-2-oxo-ethyl]-phosphonic acid dimethyl ester), O.NN (hydrazine monohydrate). Product: COC1=C(C=CC=C1)C1=NN=C2C3CCC(C2=C1)C3 ((1SR,8RS)-5-(2-Methoxy-phenyl)-3,4-diaza-tricyclo[6.2.1.02,7]undeca-2,4,6-triene). As a reaction SMILES: [CH:1]12[CH2:7][CH:4]([CH2:5][CH2:6]1)[C:3](=O)[C:2]2=O.COP([CH2:16][C:17]([C:19]1[CH:24]=[CH:23][CH:22]=[CH:21][C:20]=1[O:25][CH3:26])=O)(=O)OC.O.[NH2:28][NH2:29]>>[CH3:26][O:25][C:20]1[CH:21]=[CH:22][CH:23]=[CH:24][C:19]=1[C:17]1[CH:16]=[C:3]2[C:2]([CH:1]3[CH2:7][CH:4]2[CH2:5][CH2:6]3)=[N:29][N:28]=1 |f:2.3|. Reported procedure: light yellow gum. MS (ESI): 253.3 (MH+). Prepared from bicyclo[2.2.1]heptane-2,3-dione, [2-(2-Methoxy-phenyl)-2-oxo-ethyl]-phosphonic acid dimethyl ester, hydrazine monohydrate. Reactants: FC(C(=O)NC1=C(SC=C1)I)(F)F (2,2,2-Trifluoro-N-(2-iodo-thiophen-3-yl)-acetamide), C1(=CC=CC=C1)P(C1=CC=CC=C1)C1=CC=CC=C1 (Triphenylphosphine), CC(C)OC(=O)/N=N/C(=O)OC(C)C (Diisopropylazodicarboxylate), C(C)(C)(C)OC(=O)N1CCC(=CC1)CO (4-Hydroxymethyl-3,6-dihydro-2H-pyridine-1-carboxylic acid tert-butyl ester). Solvent: O1CCCC1 (tetrahydrofuran), O1CCCC1 (tetrahydrofuran), O1CCCC1 (tetrahydrofuran). Conditions: temperature -10 celsius, time 20 minute. Yields the product C(C)(C)(C)OC(=O)N1CCC(=CC1)CN(C(C(F)(F)F)=O)C1=C(SC=C1)I (4-{[(2-Iodo-thiophen-3-yl)-(2,2,2-trifluoro-acetyl)-amino]-methyl}-3,6-dihydro-2H-pyridine-1-carboxylic acid tert-butyl ester). Yield: 62.9%. RXN SMILES: C1(P(C2C=CC=CC=2)C2C=CC=CC=2)C=CC=CC=1.CC(OC(/N=N/C(OC(C)C)=O)=O)C.[F:34][C:35]([F:46])([F:45])[C:36]([NH:38][C:39]1[CH:43]=[CH:42][S:41][C:40]=1[I:44])=[O:37].[C:47]([O:51][C:52]([N:54]1[CH2:59][CH:58]=[C:57]([CH2:60]O)[CH2:56][CH2:55]1)=[O:53])([CH3:50])([CH3:49])[CH3:48]>O1CCCC1>[C:47]([O:51][C:52]([N:54]1[CH2:55][CH:56]=[C:57]([CH2:60][N:38]([C:39]2[CH:43]=[CH:42][S:41][C:40]=2[I:44])[C:36](=[O:37])[C:35]([F:34])([F:45])[F:46])[CH2:58][CH2:59]1)=[O:53])([CH3:50])([CH3:48])[CH3:49]. Procedure details: Triphenylphosphine (2.29 g) was dissolved in tetrahydrofuran (50 ml) and the solution was cooled to −10° C. under argon. Diisopropylazodicarboxylate (1.70 ml) was added dropwise over 10 min and the resulting mixture was stirred at −10° C. for 20 min (formation of a white precipitate). 2,2,2-Trifluoro-N-(2-iodo-thiophen-3-yl)-acetamide (2.25 g) dissolved in a minimum volume of tetrahydrofuran was added, followed by 4-Hydroxymethyl-3,6-dihydro-2H-pyridine-1-carboxylic acid tert-butyl ester (J. Org... Starting materials: C(=O)([O-])[O-].[Na+].[Na+] (Na2CO3), BrC1=C2/C(/C(NC2=CC=C1[N+](=O)[O-])=O)=C/C1=C(N=CN1)C ((Z)-4-bromo-1,3-dihydro-3-[(4-methyl-1H-imidazol-5-yl)methylene]-5-nitro-2H-indol-2-one), C1(=CC=CC=C1)B(O)O (phenyl boronic acid), BrC1=C2/C(/C(NC2=CC=C1[N+](=O)[O-])=O)=C/C1=C(N=CN1)C ((Z)-4-bromo-1,3-dihydro-3-[(4-methyl-1H-imidazol-5-yl)methylene]-5-nitro-2H-indol-2-one), C[Si](N[Si](C)(C)C)(C)C (1,1,1,3,3,3-hexamethyidisilazane). Solvent: CN(C)C=O (DMF), COCCOC (DME). The product is CC=1N=CNC1\C=C\1/C(NC2=CC=C(C(=C12)C1=CC=CC=C1)[N+](=O)[O-])=O ((Z)-1,3-dihydro-3-[(4-methyl-1H-imidazol-5-yl)methylene]-5-nitro-4-phenyl-2H-indol-2-one). Yield: 9.0%. Reaction SMILES: Br[C:2]1[C:10]([N+:11]([O-:13])=[O:12])=[CH:9][CH:8]=[C:7]2[C:3]=1/[C:4](=[CH:15]/[C:16]1[NH:20][CH:19]=[N:18][C:17]=1[CH3:21])/[C:5](=[O:14])[NH:6]2.C[Si](C)(C)N[Si](C)(C)C.[C:31]1(B(O)O)[CH:36]=[CH:35][CH:34]=[CH:33][CH:32]=1.C([O-])([O-])=O.[Na+].[Na+]>COCCOC.CN(C=O)C>[CH3:21][C:17]1[N:18]=[CH:19][NH:20][C:16]=1/[CH:15]=[C:4]1\[C:5](=[O:14])[NH:6][C:7]2[C:3]\1=[C:2]([C:31]1[CH:36]=[CH:35][CH:34]=[CH:33][CH:32]=1)[C:10]([N+:11]([O-:13])=[O:12])=[CH:9][CH:8]=2 |f:3.4.5|. Reported procedure: Using Method S above, (Z)-4-bromo-1,3-dihydro-3-[(4-methyl-1H-imidazol-5-yl)methylene]-5-nitro-2H-indol-2-one (100 mg, 0.29 mmol) (Starting Material 9 above) was first treated with 1,1,1,3,3,3-hexamethyidisilazane (1.53 g, 9.5 mmol) (Aldrich) then coupled with phenyl boronic acid (52.4 mg, 0.43 mmol) (Aldrich) using DPPFPdCl2 (11.7 mg) (Aldrich) as catalyst in aqueous 2M Na2CO3 (0.29 mL, 0.58 mmol), DMF (3 mL) and DME (3 mL) at reflux for 1 day to yield (Z)-1,3-dihydro-3-[(4-methyl-1H-imidazol-5... Starting materials: CS(C)=O, NC=O, ClCc1ccccc1. The product is N=COCc1ccccc1, Cl. As a reaction SMILES: [CH3:12][S:13]([CH3:14])=[O:15].[CH:1](=[O:2])[NH2:3].[Cl:4][CH2:5][c:6]1[cH:7][cH:8][cH:9][cH:10][cH:11]1>>[CH:1]([O:2][CH2:5][c:6]1[cH:7][cH:8][cH:9][cH:10][cH:11]1)=[NH:3].[ClH:4].